This data is from the Open Reaction Database (ORD), a public repository of structured organic reaction records. The task is: describe an organic reaction: reactants, conditions, products, and yield The reactants are ClC1=C(C=C(C=C1)C1CC(N(C1)C(=O)OC(C)(C)C)OC)C (tert-butyl 4-(4-chloro-3-methylphenyl)-2-methoxypyrrolidine-1-carboxylate), [BH4-].[Na+] (sodium borohydride), C(=O)(O)[O-].[Na+] (NaHCO3). The solvent is C(C)(=O)O (acetic acid). Run at time 2 hour. Yields the product C(C)(C)(C)OC(=O)N1CC(CC1)C1=CC(=C(C=C1)Cl)C (tert-butyl-3-(4-chloro-3-methylphenyl)pyrrolidine-1-carboxylate). The yield is 97.5%. RXN SMILES: [Cl:1][C:2]1[CH:7]=[CH:6][C:5]([CH:8]2[CH2:12][N:11]([C:13]([O:15][C:16]([CH3:19])([CH3:18])[CH3:17])=[O:14])[CH:10](OC)[CH2:9]2)=[CH:4][C:3]=1[CH3:22].[BH4-].[Na+].C([O-])(O)=O.[Na+]>C(O)(=O)C>[C:16]([O:15][C:13]([N:11]1[CH2:10][CH2:9][CH:8]([C:5]2[CH:6]=[CH:7][C:2]([Cl:1])=[C:3]([CH3:22])[CH:4]=2)[CH2:12]1)=[O:14])([CH3:19])([CH3:18])[CH3:17] |f:1.2,3.4|. Procedure details: Synthesized according to General Procedure 3. To a stirred solution of crude tert-butyl 4-(4-chloro-3-methylphenyl)-2-methoxypyrrolidine-1-carboxylate (4.25 g, 13.0 mmol) in acetic acid (50 mL) under N2 at 0° C. was added sodium borohydride (2.2 g, 58.7 mmol) in portions over 20 minutes. The resulting solution was allowed to warm to RT and then stirred at RT for 2 hours. The reaction mixture was slowly poured into saturated aqueous NaHCO3 (250 mL) and extracted with ethyl acetate (3×200 mL). The... The reactants are ClC1=CC=C(C=C1)C1=C(SC(=C1)F)COC1OCCCC1 (2-[[3-(4-chlorophenyl)-5-fluorothiophen-2-yl]methoxy]oxane), CC1=CC=C(C=C1)S(=O)(=O)[O-].C1=CC=[NH+]C=C1 (PPTS). Solvent: C(C)O (ethanol). Reaction conditions: time 8 hour. Yields the product ClC1=CC=C(C=C1)C1=C(SC(=C1)F)CO ([3-(4-chlorophenyl)-5-fluorothiophen-2-yl]methanol). Reaction SMILES: [Cl:1][C:2]1[CH:7]=[CH:6][C:5]([C:8]2[CH:12]=[C:11]([F:13])[S:10][C:9]=2[CH2:14][O:15]C2CCCCO2)=[CH:4][CH:3]=1.CC1C=CC(S([O-])(=O)=O)=CC=1.C1C=C[NH+]=CC=1>C(O)C>[Cl:1][C:2]1[CH:7]=[CH:6][C:5]([C:8]2[CH:12]=[C:11]([F:13])[S:10][C:9]=2[CH2:14][OH:15])=[CH:4][CH:3]=1 |f:1.2|. Reported procedure: Into a 250-mL round-bottom flask, was placed 2-[[3-(4-chlorophenyl)-5-fluorothiophen-2-yl]methoxy]oxane (1.6 g, 4.90 mmol, 1.00 equiv), ethanol (100 mL), PPTS (120 mg, 0.48 mmol, 0.10 equiv). The resulting solution was stirred overnight at room temperature. The resulting mixture was concentrated under vacuum. The residue was applied onto a silica gel column with ethyl acetate/petroleum ether (1:2). This resulted in 0.7 g (59%) of [3-(4-chlorophenyl)-5-fluorothiophen-2-yl]methanol as yellow oil. Yields the product ClC1=C(C(=O)NCC2(CCN(CC2)C)C2=CC=CC=C2)C=CC=C1Cl (2,3-Dichloro-N-(1-methyl-4-phenyl-piperidin-4-ylmethyl)-benzamide). RXN SMILES: [Cl:1][C:2]1[C:10]([Cl:11])=[CH:9][CH:8]=[CH:7][C:3]=1[C:4]([OH:6])=O.[CH3:12][N:13]1[CH2:18][CH2:17][C:16]([CH2:25][NH2:26])([C:19]2[CH:24]=[CH:23][CH:22]=[CH:21][CH:20]=2)[CH2:15][CH2:14]1>>[Cl:1][C:2]1[C:10]([Cl:11])=[CH:9][CH:8]=[CH:7][C:3]=1[C:4]([NH:26][CH2:25][C:16]1([C:19]2[CH:24]=[CH:23][CH:22]=[CH:21][CH:20]=2)[CH2:15][CH2:14][N:13]([CH3:12])[CH2:18][CH2:17]1)=[O:6]. The reactants are ClC1=C(C(=O)O)C=CC=C1Cl (2,3-dichlorobenzoic acid), CN1CCC(CC1)(C1=CC=CC=C1)CN (C-(1-methyl-4-phenyl-piperidin-4-yl)-methylamine). Procedure: From 2,3-dichlorobenzoic acid and C-(1-methyl-4-phenyl-piperidin-4-yl)-methylamine. LCMS (MH+): m/z=376.9, tR (minutes, Method A)=0.69 Starting materials: O=[N+]([O-])c1cnc(Br)s1, CCCCO, CC(C)(CC(=O)c1ccc(-c2ccc(N)cc2)cc1)C(=O)O. The product is CC(C)(CC(=O)c1ccc(-c2ccc(Nc3ncc([N+](=O)[O-])s3)cc2)cc1)C(=O)O. Reaction SMILES: [Br:23][c:24]1[s:25][c:26]([N+:29](=[O:30])[O-:31])[cH:27][n:28]1.[CH2:32]([OH:33])[CH2:34][CH2:35][CH3:36].[NH2:1][c:2]1[cH:3][cH:4][c:5](-[c:8]2[cH:9][cH:10][c:11]([C:14]([CH2:15][C:16]([C:17](=[O:18])[OH:19])([CH3:20])[CH3:21])=[O:22])[cH:12][cH:13]2)[cH:6][cH:7]1>>[NH:1]([c:2]1[cH:3][cH:4][c:5](-[c:8]2[cH:9][cH:10][c:11]([C:14]([CH2:15][C:16]([C:17](=[O:18])[OH:19])([CH3:20])[CH3:21])=[O:22])[cH:12][cH:13]2)[cH:6][cH:7]1)[c:24]1[s:25][c:26]([N+:29](=[O:30])[O-:31])[cH:27][n:28]1. The reactants are COc1cc2nccc(Oc3ccc(N)nc3)c2cc1OC, CO, CCN(C(C)C)C(C)C, ClCCl, O=C(Cl)c1c(I)ccn(-c2ccccc2)c1=O. Product: COc1cc2nccc(Oc3ccc(NC(=O)c4c(I)ccn(-c5ccccc5)c4=O)nc3)c2cc1OC. RXN SMILES: [CH3:27][O:28][c:29]1[cH:30][c:31]2[c:32]([O:41][c:42]3[cH:43][cH:44][c:45]([NH2:48])[n:46][cH:47]3)[cH:33][cH:34][n:35][c:36]2[cH:37][c:38]1[O:39][CH3:40].[CH3:52][OH:53].[CH:18]([N:19]([CH:20]([CH3:21])[CH3:22])[CH2:23][CH3:24])([CH3:25])[CH3:26].[Cl:49][CH2:50][Cl:51].[I:1][c:2]1[c:3]([C:15](=[O:16])[Cl:17])[c:4](=[O:14])[n:5](-[c:8]2[cH:9][cH:10][cH:11][cH:12][cH:13]2)[cH:6][cH:7]1>>[I:1][c:2]1[c:3]([C:15](=[O:16])[NH:48][c:45]2[cH:44][cH:43][c:42]([O:41][c:32]3[c:31]4[cH:30][c:29]([O:28][CH3:27])[c:38]([O:39][CH3:40])[cH:37][c:36]4[n:35][cH:34][cH:33]3)[cH:47][n:46]2)[c:4](=[O:14])[n:5](-[c:8]2[cH:9][cH:10][cH:11][cH:12][cH:13]2)[cH:6][cH:7]1.